Dataset: the Open Reaction Database (ORD), a public repository of structured organic reaction records. Task: describe an organic reaction: reactants, conditions, products, and yield The reactants are O=C1OC2(CN3CCC2CC3)CN1c1cc(Br)co1, CCCC[Sn](CCCC)(CCCC)c1cnccn1. Product: O=C1OC2(CN3CCC2CC3)CN1c1cc(-c2cnccn2)co1. As a reaction SMILES: [Br:1][c:2]1[cH:3][c:4]([N:7]2[C:8](=[O:19])[O:9][C:10]3([CH2:11][N:12]4[CH2:13][CH2:14][CH:15]3[CH2:16][CH2:17]4)[CH2:18]2)[o:5][cH:6]1.[CH2:20]([Sn:21]([CH2:22][CH2:23][CH2:24][CH3:31])([c:25]1[n:26][cH:27][cH:28][n:29][cH:30]1)[CH2:32][CH2:33][CH2:34][CH3:35])[CH2:36][CH2:37][CH3:38]>>[c:2]1(-[c:25]2[n:26][cH:27][cH:28][n:29][cH:30]2)[cH:3][c:4]([N:7]2[C:8](=[O:19])[O:9][C:10]3([CH2:11][N:12]4[CH2:13][CH2:14][CH:15]3[CH2:16][CH2:17]4)[CH2:18]2)[o:5][cH:6]1. Reactants: C(=O)CNC1=C(N=C(N1)C1=CC=C(C=C1)F)C1=CC=CC=C1 (5-formylmethylamino-2-(4-fluorophenyl)-4-phenylimidazole), B (borane), C(O)([O-])=O.[Na+] (sodium hydrogen carbonate), Cl (hydrochloric acid). The solvent is O1CCCC1 (tetrahydrofuran). Run at time 8 hour. The product is Cl.CN(C1=C(N=C(N1)C1=CC=C(C=C1)F)C1=CC=CC=C1)C (5-dimethylamino-2-(4-fluorophenyl)-4-phenylimidazole hydrochloride). Reaction SMILES: C([CH2:3][NH:4][C:5]1[NH:9][C:8]([C:10]2[CH:15]=[CH:14][C:13]([F:16])=[CH:12][CH:11]=2)=[N:7][C:6]=1[C:17]1[CH:22]=[CH:21][CH:20]=[CH:19][CH:18]=1)=O.B.[ClH:24].[C:25](=O)([O-])O.[Na+]>O1CCCC1>[ClH:24].[CH3:25][N:4]([CH3:3])[C:5]1[NH:9][C:8]([C:10]2[CH:11]=[CH:12][C:13]([F:16])=[CH:14][CH:15]=2)=[N:7][C:6]=1[C:17]1[CH:22]=[CH:21][CH:20]=[CH:19][CH:18]=1 |f:3.4,6.7|. Reported procedure: To a solution of 5-formylmethylamino-2-(4-fluorophenyl)-4-phenylimidazole (200 mg) in tetrahydrofuran (5 ml) was added dropwise 10M borane.dimethylsulfide complex (0.34 ml), and the mixture was stirred under argon atmosphere at room temperature for overnight. To the reaction mixture was slowly added 10% hydrochloric acid, and the mixture was refluxed for one hour. After cooling, the mixture was neutralized by adding a saturated aqueous sodium hydrogen carbonate solution, and extracted with ethyl... The reactants are Cc1ccc2cc[nH]c(=O)c2n1, CC#N, O=C1CCC(=O)N1I. The product is Cc1ccc2c(I)c[nH]c(=O)c2n1. RXN SMILES: [CH3:1][c:2]1[n:3][c:4]2[c:5](=[O:12])[nH:6][cH:7][cH:8][c:9]2[cH:10][cH:11]1.[CH3:21][C:22]#[N:23].[I:13][N:14]1[C:15](=[O:16])[CH2:17][CH2:18][C:19]1=[O:20]>>[CH3:1][c:2]1[n:3][c:4]2[c:5](=[O:12])[nH:6][cH:7][c:8]([I:13])[c:9]2[cH:10][cH:11]1. The reactants are C1CCOC1, C[Si](C)(C)[N-][Si](C)(C)C, CCOC(=O)CP(=O)(OCC)OCC, COc1ccc(C(=O)CCCCc2ccccc2)cc1OC, [Cl-], [K+], [NH4+]. The product is CCOC(=O)C=C(CCCCc1ccccc1)c1ccc(OC)c(OC)c1. Reaction SMILES: [CH2:49]1[O:50][CH2:51][CH2:52][CH2:53]1.[CH3:15][Si:16]([N-:17][Si:18]([CH3:19])([CH3:20])[CH3:21])([CH3:22])[CH3:23].[CH3:1][CH2:2][O:3][C:4](=[O:5])[CH2:6][P:7]([O:8][CH2:9][CH3:10])([O:11][CH2:12][CH3:13])=[O:14].[CH3:25][O:26][c:27]1[cH:28][c:29]([C:35]([CH2:36][CH2:37][CH2:38][CH2:39][c:40]2[cH:41][cH:42][cH:43][cH:44][cH:45]2)=[O:46])[cH:30][cH:31][c:32]1[O:33][CH3:34].[Cl-:47].[K+:24].[NH4+:48]>>[CH3:1][CH2:2][O:3][C:4](=[O:5])[CH:6]=[C:35]([c:29]1[cH:28][c:27]([O:26][CH3:25])[c:32]([O:33][CH3:34])[cH:31][cH:30]1)[CH2:36][CH2:37][CH2:38][CH2:39][c:40]1[cH:41][cH:42][cH:43][cH:44][cH:45]1. Starting materials: ClCCl, CS(=O)(=O)c1ccc(N2CCc3c(OC4CCNCC4)cccc32)cc1, CCN(C(C)C)C(C)C, Clc1ncc(Cc2ccccc2)cn1, Cl. Yields the product CS(=O)(=O)c1ccc(N2CCc3c(OC4CCN(c5ncc(Cc6ccccc6)cn5)CC4)cccc32)cc1. RXN SMILES: [CH2:51]([Cl:52])[Cl:53].[CH3:2][S:3](=[O:4])(=[O:5])[c:6]1[cH:7][cH:8][c:9]([N:12]2[CH2:13][CH2:14][c:15]3[c:16]([O:21][CH:22]4[CH2:23][CH2:24][NH:25][CH2:26][CH2:27]4)[cH:17][cH:18][cH:19][c:20]32)[cH:10][cH:11]1.[CH:28]([N:29]([CH2:30][CH3:31])[CH:32]([CH3:33])[CH3:34])([CH3:35])[CH3:36].[Cl:37][c:38]1[n:39][cH:40][c:41]([CH2:44][c:45]2[cH:46][cH:47][cH:48][cH:49][cH:50]2)[cH:42][n:43]1.[ClH:1]>>[CH3:2][S:3](=[O:4])(=[O:5])[c:6]1[cH:7][cH:8][c:9]([N:12]2[CH2:13][CH2:14][c:15]3[c:16]([O:21][CH:22]4[CH2:23][CH2:24][N:25]([c:38]5[n:39][cH:40][c:41]([CH2:44][c:45]6[cH:46][cH:47][cH:48][cH:49][cH:50]6)[cH:42][n:43]5)[CH2:26][CH2:27]4)[cH:17][cH:18][cH:19][c:20]32)[cH:10][cH:11]1. Reactants: [Al+3].[Cl-].[Cl-].[Cl-] (AlCl3), C(C)(C)(C)NB (tert-butylaminoborane), Cl (HCl), C(C1=CC=CC=C1)N1CCC2C(C3=C(C2C1)C=CS3)=O (5-Benzyl-3b,4,5,6,7,7a-hexahydro-1-thia-5-aza-cyclopenta[α]inden-8-one), [Al+3].[Cl-].[Cl-].[Cl-].B (AlCl3 borane), [OH-].[Na+] (NaOH). The solvent is C(Cl)Cl (CH2Cl2), C(Cl)Cl (CH2Cl2). Reaction conditions: time 30 minute. Product: C(C1=CC=CC=C1)N1CCC2CC3=C(C2C1)C=CS3 (5-Benzyl-4,5,6,7,7a,8-hexahydro-3bH-1-thia-5-aza-cyclopenta[α]indene). Reaction SMILES: [Al+3].[Cl-].[Cl-].[Cl-].C(NB)(C)(C)C.[CH2:11]([N:18]1[CH2:26][CH:25]2[CH:21]([C:22](=O)[C:23]3[S:29][CH:28]=[CH:27][C:24]=32)[CH2:20][CH2:19]1)[C:12]1[CH:17]=[CH:16][CH:15]=[CH:14][CH:13]=1.[Al+3].[Cl-].[Cl-].[Cl-].B.Cl.[OH-].[Na+]>C(Cl)Cl>[CH2:11]([N:18]1[CH2:26][CH:25]2[CH:21]([CH2:22][C:23]3[S:29][CH:28]=[CH:27][C:24]=32)[CH2:20][CH2:19]1)[C:12]1[CH:13]=[CH:14][CH:15]=[CH:16][CH:17]=1 |f:0.1.2.3,6.7.8.9.10,12.13|. Procedure details: A slurry of AlCl3 (1.32 g, 9.96 mmol) in CH2Cl2 (6 ml) was treated with tert-butylaminoborane (1.73 g, 19.92 mmol) at 0° C. and stirred for 30 minutes. Next, a solution of the product from step f) (941 mg, 3.32 mmol) in CH2Cl2 (3 ml) was added dropwise to the AlCl3/borane solution. After 2 hours at 0° C., the crude reaction mixture was poured into cold 10% HCl, treated with 2 M NaOH to pH 12 and extracted with CH2Cl2 (3×75 ml). The combined organic extracts were washed with brine (75 ml), dried ... The reactants are C1(=CC=CC=C1)OC1=CC=CC=C1 (Diphenyl oxide), [Cl-].[Cl-].[Cl-].[Al+3] (aluminum trichloride), Cl (hydrochloric acid), C(C1=CC(C(=O)Cl)=CC=C1)(=O)Cl (isophthaloyl chloride). Solvent: ClCCl (dichloromethane). Reaction conditions: temperature -60 celsius, time 72 hour. Product: O(C1=CC=CC=C1)C1=CC=C(C(=O)C2=CC(=CC=C2)C(C2=CC=C(C=C2)OC2=CC=CC=C2)=O)C=C1 (1,3-Bis-(4-phenoxybenzoyl)benzene). Yield: 60.8%. As a reaction SMILES: [C:1]1([O:7][C:8]2[CH:13]=[CH:12][CH:11]=[CH:10][CH:9]=2)[CH:6]=[CH:5][CH:4]=[CH:3][CH:2]=1.[Cl-].[Cl-].[Cl-].[Al+3].[C:18](Cl)(=[O:28])[C:19]1[CH:27]=[CH:26][CH:25]=[C:21]([C:22](Cl)=[O:23])[CH:20]=1.Cl>ClCCl>[O:7]([C:1]1[CH:2]=[CH:3][C:4]([C:18]([C:19]2[CH:27]=[CH:26][CH:25]=[C:21]([C:22](=[O:23])[C:11]3[CH:12]=[CH:13][C:8]([O:7][C:1]4[CH:6]=[CH:5][CH:4]=[CH:3][CH:2]=4)=[CH:9][CH:10]=3)[CH:20]=2)=[O:28])=[CH:5][CH:6]=1)[C:8]1[CH:9]=[CH:10][CH:11]=[CH:12][CH:13]=1 |f:1.2.3.4|. Procedure details: Diphenyl oxide (51 g), 100 ml of dichloromethane and 13.3 g of aluminum trichloride are placed in a flask equipped with a mechanical stirrer, a reflux condenser and an addition funnel. After cooling the flask to -60° C., 10.15 g of isophthaloyl chloride is added over a 30-minute period. The reaction is stirred at 25° C. for 72 hours and refluxed for 4 hours. The reaction mixture is poured into 100 ml of 1M hydrochloric acid and the organic layer is washed once with ammonium hydroxide and twice w...